Task: describe an organic reaction: reactants, conditions, products, and yield. Dataset: the Open Reaction Database (ORD), a public repository of structured organic reaction records The product is CC(=O)C(C(=O)NS(=O)(=O)c1ccc(C)cc1)C(=O)c1ccccc1. Reactants: Cc1ccc(S(=O)(=O)N=C=O)cc1, CC(=O)CC(=O)c1ccccc1, c1ccccc1. As a reaction SMILES: [c:13]1([CH3:25])[cH:14][cH:15][c:16]([S:19](=[O:20])(=[O:21])[N:22]=[C:23]=[O:24])[cH:17][cH:18]1.[c:1]1([C:7]([CH2:8][C:9]([CH3:10])=[O:11])=[O:12])[cH:2][cH:3][cH:4][cH:5][cH:6]1.[cH:26]1[cH:27][cH:28][cH:29][cH:30][cH:31]1>>[c:1]1([C:7]([CH:8]([C:9]([CH3:10])=[O:11])[C:23]([NH:22][S:19]([c:16]2[cH:15][cH:14][c:13]([CH3:25])[cH:18][cH:17]2)(=[O:20])=[O:21])=[O:24])=[O:12])[cH:2][cH:3][cH:4][cH:5][cH:6]1. The reactants are C(C)ON.Cl (EtONH2.HCl), BrC=1C=CC=2N(S(CC(C2N1)=O)(=O)=O)C (6-bromo-1-methyl-2,2-dioxo-pyrido[3,2-c]thiazin-4-one), C(C)ON.Cl (EtONH2.HCl). Run in CCO (EtOH), C(=O)([O-])[O-].[K+].[K+] (K2CO3), C(=O)([O-])[O-].[K+].[K+] (K2CO3), CCO (EtOH), CCO (EtOH). Reaction conditions: time 20 minute. Product: BrC=1C=CC=2N(S(CC(C2N1)=NOCC)(=O)=O)C (6-bromo-N-ethoxy-1-methyl-2,2-dioxo-pyrido[3,2-c]thiazin-4-imine). RXN SMILES: [CH2:1]([O:3][NH2:4])[CH3:2].Cl.[Br:6][C:7]1[CH:8]=[CH:9][C:10]2[N:11]([CH3:20])[S:12](=[O:19])(=[O:18])[CH2:13][C:14](=O)[C:15]=2[N:16]=1>CCO.C([O-])([O-])=O.[K+].[K+]>[Br:6][C:7]1[CH:8]=[CH:9][C:10]2[N:11]([CH3:20])[S:12](=[O:18])(=[O:19])[CH2:13][C:14](=[N:4][O:3][CH2:1][CH3:2])[C:15]=2[N:16]=1 |f:0.1,4.5.6|. Procedure: To a suspension of EtONH2.HCl (171 mg, 2.06 mmol) in EtOH (5 ml) was added K2CO3 (288 mg, 2.06 mmol) and stirring was continued for 20 min at ambient temperature. A solution of 6-bromo-1-methyl-2,2-dioxo-pyrido[3,2-c]thiazin-4-one (500 mg, 1.72 mmol) in EtOH (5 ml) was added and stirring was continued for 12 h affording a milky suspension. Since the conversion was not complete, the same amount of EtONH2.HCl in EtOH and K2CO3 were separately mixed and added to the reaction mixture affording after... As a reaction SMILES: [F:1][C:2]1[CH:3]=[C:4]([CH:26]=[CH:27][CH:28]=1)[CH2:5][O:6][C:7]1[CH:12]=[CH:11][C:10]([NH:13][C:14]2[C:23]3[C:18](=[CH:19][CH:20]=[C:21](I)[CH:22]=3)[N:17]=[CH:16][N:15]=2)=[CH:9][C:8]=1[Br:25].[C:29]([O-:32])([O-])=O.[K+].[K+].[CH2:35](Cl)Cl.CO[CH2:40][CH2:41][O:42][CH3:43]>C(O)C.C1C=CC(P(C2C=CC=CC=2)[C-]2C=CC=C2)=CC=1.C1C=CC(P(C2C=CC=CC=2)[C-]2C=CC=C2)=CC=1.Cl[Pd]Cl.[Fe+2]>[F:1][C:2]1[CH:3]=[C:4]([CH:26]=[CH:27][CH:28]=1)[CH2:5][O:6][C:7]1[CH:12]=[CH:11][C:10]([NH:13][C:14]2[C:23]3[C:18](=[CH:19][CH:20]=[C:21]([C:43]4[O:42][C:41]([CH:29]=[O:32])=[CH:40][CH:35]=4)[CH:22]=3)[N:17]=[CH:16][N:15]=2)=[CH:9][C:8]=1[Br:25] |f:1.2.3,7.8.9.10|. Procedure: Under nitrogen atmosphere, Pd(dppf)2Cl2 (80 mg) was added to a mixture of N-(4-(3-fluorobenzyloxy)-3-bromophenyl)-6-iodoquinazolin-4-amine (550 mg, 1 mmole), 5-formylfuran-2-yl-2-boronic acid (170 mg, 1.2 mmole) and 2M K2CO3 (4 mL) in Ethanol (4 mL) and DME (4 mL). The reaction mixture was heated at 75° C. for 4 h and cooled down to room temperature. Methylene chloride (30 mL) was added and washed with water and brine. The organic layer was dried over anhydrous magnesium sulfate, filtered and co... Reagents/catalysts: C1=CC=C(C=C1)P([C-]2C=CC=C2)C3=CC=CC=C3.C1=CC=C(C=C1)P([C-]2C=CC=C2)C3=CC=CC=C3.Cl[Pd]Cl.[Fe+2] (Pd(dppf)2Cl2). Product: FC=1C=C(COC2=C(C=C(C=C2)NC2=NC=NC3=CC=C(C=C23)C2=CC=C(O2)C=O)Br)C=CC1 (5-(4-(4-(3-fluorobenzyloxy)-3-bromophenylamino)quinazolin-6-yl)furan-2-carbaldehyde). The reactants are FC=1C=C(COC2=C(C=C(C=C2)NC2=NC=NC3=CC=C(C=C23)I)Br)C=CC1 (N-(4-(3-fluorobenzyloxy)-3-bromophenyl)-6-iodoquinazolin-4-amine), 5-formylfuran-2-yl-2-boronic acid, C(=O)([O-])[O-].[K+].[K+] (K2CO3), COCCOC (DME), C(Cl)Cl (Methylene chloride). Conditions: temperature 75 celsius. Isolated yield 89.0%. The solvent is C(C)O (Ethanol). Starting materials: CCCCCC, C#CC(C)(O)CCC=C(C)CCCC(C)C. Yields the product C=CC(C)(O)CCC=C(C)CCCC(C)C. RXN SMILES: [CH3:17][CH2:18][CH2:19][CH2:20][CH2:21][CH3:22].[CH3:1][C:2]([C:3]#[CH:4])([CH2:5][CH2:6][CH:7]=[C:8]([CH2:9][CH2:10][CH2:11][CH:12]([CH3:13])[CH3:14])[CH3:15])[OH:16]>>[CH3:1][C:2]([CH:3]=[CH2:4])([CH2:5][CH2:6][CH:7]=[C:8]([CH2:9][CH2:10][CH2:11][CH:12]([CH3:13])[CH3:14])[CH3:15])[OH:16]. Yield: 110.5%. Yields the product C(#N)C1(CC1)NC(=O)[C@H]1N(C[C@@H](C1)SC1=C(C=C(C=C1)O[C@H](C(F)(F)F)C)Cl)C(=O)C1(CC1)C(F)(F)F ((2S,4R)-4-[2-Chloro-4-((S)-2,2,2-trifluoro-1-methyl-ethoxy)-phenylsulfanyl]-1-(1-trifluoromethyl-cyclopropanecarbonyl)-pyrrolidine-2-carboxylic acid (1-cyano-cyclopropyl)-amide). Reaction SMILES: [C:1]([C:3]1([NH:6][C:7]([C@H:9]2[N:13]([C:14]([C:16]3([C:19]([F:22])([F:21])[F:20])[CH2:18][CH2:17]3)=[O:15])[CH2:12][C@@H:11](OS(C3C=CC=CC=3)(=O)=O)[CH2:10]2)=[O:8])[CH2:5][CH2:4]1)#[N:2].C(=O)([O-])[O-].[K+].[K+].[Cl:39][C:40]1[CH:45]=[C:44]([O:46][C@@H:47]([CH3:52])[C:48]([F:51])([F:50])[F:49])[CH:43]=[CH:42][C:41]=1[SH:53].O>CC(N(C)C)=O.O1CCCC1>[C:1]([C:3]1([NH:6][C:7]([C@@H:9]2[CH2:10][C@@H:11]([S:53][C:41]3[CH:42]=[CH:43][C:44]([O:46][C@@H:47]([CH3:52])[C:48]([F:49])([F:50])[F:51])=[CH:45][C:40]=3[Cl:39])[CH2:12][N:13]2[C:14]([C:16]2([C:19]([F:20])([F:22])[F:21])[CH2:18][CH2:17]2)=[O:15])=[O:8])[CH2:4][CH2:5]1)#[N:2] |f:1.2.3|. Run in O1CCCC1 (tetrahydrofuran), CC(=O)N(C)C (dimethylacetamide). Run at time 5.5 hour. Reactants: ClC1=C(C=CC(=C1)O[C@H](C(F)(F)F)C)S (2-chloro-4-((S)-2,2,2-trifluoro-1-methyl-ethoxy)-benzenethiol), C(#N)C1(CC1)NC(=O)[C@@H]1C[C@@H](CN1C(=O)C1(CC1)C(F)(F)F)OS(=O)(=O)C1=CC=CC=C1 (Benzenesulfonic acid (3S,5S)-5-(1-cyano-cyclopropylcarbamoyl)-1-(1-trifluoromethyl-cyclopropanecarbonyl)-pyrrolidin-3-yl ester), C([O-])([O-])=O.[K+].[K+] (potassium carbonate), ice, O (water). Procedure details: Benzenesulfonic acid (3S,5S)-5-(1-cyano-cyclopropylcarbamoyl)-1-(1-trifluoromethyl-cyclopropanecarbonyl)-pyrrolidin-3-yl ester (225 g, 477 mmol) was dissolved in dimethylacetamide (1.125 L) and potassium carbonate (166.5 g, 1.193 mol) was added. At room temperature, a solution of 2-chloro-4-((S)-2,2,2-trifluoro-1-methyl-ethoxy)-benzenethiol (142 g, 553.2 mmol) in tetrahydrofuran (135 mL) was added slowly, keeping the internal temperature below 29° C. (ice bath cooling necessary). The mixture was... The reactants are COC1=CC=C(C(C2=CC=C(C=C2)OC)(C2=CC=CC=C2)Cl)C=C1 (4,4'-dimethoxytrityl chloride), compound 5, compound 4, C(C)O (ethanol), C(C)O (ethanol). Run in N1=CC=CC=C1 (pyridine), C1CCOC1 (THF), Cl (HCl). Reaction conditions: time 30 minute. The product is C12CC3CC(CC(C1)C3)C2 (Adamantane). As a reaction SMILES: C(O)C.COC1C=CC([C:10](Cl)([C:19]2[CH:24]=[CH:23][CH:22]=[CH:21][CH:20]=2)[C:11]2[CH:16]=CC(OC)=C[CH:12]=2)=CC=1>C1COCC1.Cl.N1C=CC=CC=1>[CH:11]12[CH2:10][CH:19]3[CH2:20][CH:21]([CH2:22][CH:23]([CH2:24]3)[CH2:16]1)[CH2:12]2. Reported procedure: To prepare compound 5 (1-O-(4,4'-dimethoxytrityl)-3-O-(N-adamantoyl-3-aminopropyl) glycerol), 8.56 g, (24.35 mmole) compound 4 was dissolved in a mixture of THF (48.7 ml) and 1M aqueous HCl (48.7 ml). The solution was stirred at room temperature for 30 minutes. 50 ml absolute ethanol (50 ml) was then added. The solution was concentrated, the residue was redissolved in 50 ml absolute ethanol, and the solution concentrated again. The resultant product was dried by co-evaporation with pyridine (2×5... The reactants are C(C)OC(CC1=CC(=C(C=C1)O)OCC1=CC=CC=C1)=O (3-benzyloxy-4-hydroxyphenylacetic acid ethyl ester), Cl (hydrochloric acid), resultant solution, [OH-].[Na+] (sodium hydroxide). Run in O (water). The product is C(C1=CC=CC=C1)OC=1C=C(C=CC1O)CC(=O)O (3-benzyloxy-4-hydroxyphenylacetic acid). Isolated yield 88.5%. RXN SMILES: C([O:3][C:4](=[O:21])[CH2:5][C:6]1[CH:11]=[CH:10][C:9]([OH:12])=[C:8]([O:13][CH2:14][C:15]2[CH:20]=[CH:19][CH:18]=[CH:17][CH:16]=2)[CH:7]=1)C.[OH-].[Na+].Cl>O>[CH2:14]([O:13][C:8]1[CH:7]=[C:6]([CH2:5][C:4]([OH:21])=[O:3])[CH:11]=[CH:10][C:9]=1[OH:12])[C:15]1[CH:20]=[CH:19][CH:18]=[CH:17][CH:16]=1 |f:1.2|. Reported procedure: 5.35 g of the ester obtained above was added to a mixture of 50 ml of water and 1.49 g of sodium hydroxide. The resultant solution was refluxed for 2.5 hours, acidified with concentrated hydrochloric acid and evaporated under reduced pressure to give solids, which were purified by Soxhlet extraction apparatus to provide 4.27 g(yield 89%) of the desired compound as a yellow solid, having the characteristics of: m.p. 130°-133° C.; NMR(CDCl3, 200 MHz) δ3.45(s, 2H, CH2Ar), 5.09 (s, 2H, OCH2), 6.75-7... The reactants are CO, COC(=O)c1cnc2cc(CCc3nc(C(C)C)cs3)ccn2c1=O, N. Product: CC(C)c1csc(CCc2ccn3c(=O)c(C(N)=O)cnc3c2)n1. As a reaction SMILES: [CH3:27][OH:28].[CH:1]([CH3:2])([CH3:3])[c:4]1[n:5][c:6]([CH2:9][CH2:10][c:11]2[cH:12][c:13]3[n:14]([c:15](=[O:23])[c:16]([C:19](=[O:20])[O:21][CH3:22])[cH:17][n:18]3)[cH:24][cH:25]2)[s:7][cH:8]1.[NH3:26]>>[CH:1]([CH3:2])([CH3:3])[c:4]1[n:5][c:6]([CH2:9][CH2:10][c:11]2[cH:12][c:13]3[n:14]([c:15](=[O:23])[c:16]([C:19](=[O:20])[NH2:26])[cH:17][n:18]3)[cH:24][cH:25]2)[s:7][cH:8]1. The reactants are N#Cc1ccc(S(=O)(=O)Cl)cc1, ClCCl, Cl, Cc1ccc(S(=O)(=O)Sc2cc(C)c(N)cc2C(C)(C)C)cc1, c1ccncc1. Yields the product Cc1ccc(S(=O)(=O)Sc2cc(C)c(NS(=O)(=O)c3ccc(C#N)cc3)cc2C(C)(C)C)cc1. Reaction SMILES: [C:24](#[N:25])[c:26]1[cH:27][cH:28][c:29]([S:32](=[O:33])(=[O:34])[Cl:35])[cH:30][cH:31]1.[Cl:43][CH2:44][Cl:45].[ClH:42].[NH2:1][c:2]1[cH:3][c:4]([C:20]([CH3:21])([CH3:22])[CH3:23])[c:5]([S:9][S:10](=[O:11])(=[O:12])[c:13]2[cH:14][cH:15][c:16]([CH3:19])[cH:17][cH:18]2)[cH:6][c:7]1[CH3:8].[cH:36]1[cH:37][cH:38][n:39][cH:40][cH:41]1>>[NH:1]([c:2]1[cH:3][c:4]([C:20]([CH3:21])([CH3:22])[CH3:23])[c:5]([S:9][S:10](=[O:11])(=[O:12])[c:13]2[cH:14][cH:15][c:16]([CH3:19])[cH:17][cH:18]2)[cH:6][c:7]1[CH3:8])[S:32]([c:29]1[cH:28][cH:27][c:26]([C:24]#[N:25])[cH:31][cH:30]1)(=[O:33])=[O:34].